From a dataset of the Open Reaction Database (ORD), a public repository of structured organic reaction records. describe an organic reaction: reactants, conditions, products, and yield Reactants: O1CCN(CC1)C1=CC(=C(C=C1)NC(=O)C=1C=C(CSCCC(=O)O)C=CC1)C1=NC=CC(=C1)C(NCC1=CC(=CC=C1)C(F)(F)F)=O (3-((3-((4-morpholino-2-(4-((3-(trifluoromethyl)benzyl)carbamoyl)pyridin-2-yl)phenyl)carbamoyl)benzyl)thio)propanoic acid), N1CCSCC1 (thiomorpholine). Yields the product S1CCN(CC1)C1=CC(=C(C=C1)NC(=O)C=1C=C(CSCCC(=O)O)C=CC1)C1=NC=CC(=C1)C(NCC1=CC(=CC=C1)C(F)(F)F)=O (3-((3-((4-Thiomorpholino-2-(4-((3-(trifluoromethyl)benzyl)carbamoyl)pyridin-2-yl)phenyl)carbamoyl)benzyl)thio)propanoic acid). RXN SMILES: O1CCN([C:7]2[CH:12]=[CH:11][C:10]([NH:13][C:14]([C:16]3[CH:17]=[C:18]([CH:26]=[CH:27][CH:28]=3)[CH2:19][S:20][CH2:21][CH2:22][C:23]([OH:25])=[O:24])=[O:15])=[C:9]([C:29]3[CH:34]=[C:33]([C:35](=[O:48])[NH:36][CH2:37][C:38]4[CH:43]=[CH:42][CH:41]=[C:40]([C:44]([F:47])([F:46])[F:45])[CH:39]=4)[CH:32]=[CH:31][N:30]=3)[CH:8]=2)CC1.[NH:49]1[CH2:54][CH2:53][S:52][CH2:51][CH2:50]1>>[S:52]1[CH2:53][CH2:54][N:49]([C:7]2[CH:12]=[CH:11][C:10]([NH:13][C:14]([C:16]3[CH:17]=[C:18]([CH:26]=[CH:27][CH:28]=3)[CH2:19][S:20][CH2:21][CH2:22][C:23]([OH:25])=[O:24])=[O:15])=[C:9]([C:29]3[CH:34]=[C:33]([C:35](=[O:48])[NH:36][CH2:37][C:38]4[CH:43]=[CH:42][CH:41]=[C:40]([C:44]([F:45])([F:47])[F:46])[CH:39]=4)[CH:32]=[CH:31][N:30]=3)[CH:8]=2)[CH2:50][CH2:51]1. Procedure: This compound was prepared according to the procedure described for the synthesis of 3-((3-((4-morpholino-2-(4-((3-(trifluoromethyl)benzyl)carbamoyl)pyridin-2-yl)phenyl)carbamoyl)benzyl)thio)propanoic acid 14, using thiomorpholine in place of morpholine. 1H-NMR (300 MHz, DMSO-d6, ppm): δ 12.22 (s, 1H), 9.54 (t, 1H), 8.32 (d, J=3 Hz, 1H), 8.27 (m, 2H), 7.85 (m, 2H), 7.75 (m, 2H), 7.50 (m, 6H), 7.15 (m, 1H), 4.62 (d, J=6 Hz, 2H), 3.87 (s, 2H), 3.58 (m, 4H), 2.74 (m, 4H), 2.62 (m, 2H), 2.50 (m, 1H)... Yields the product CN1CCN2CCS(=O)(=O)N=C2C1c1ccc(Oc2ccccc2)cc1. Reactants: O=C([O-])[O-], CI, [K+], [K+], O=S1(=O)CCN2CCNC(c3ccc(Oc4ccccc4)cc3)C2=N1, CN(C)C=O. RXN SMILES: [C:26](=[O:27])([O-:28])[O-:29].[I:32][CH3:33].[K+:30].[K+:31].[O:1]([c:2]1[cH:3][cH:4][cH:5][cH:6][cH:7]1)[c:8]1[cH:9][cH:10][c:11]([CH:14]2[NH:15][CH2:16][CH2:17][N:18]3[C:19]2=[N:20][S:21](=[O:24])(=[O:25])[CH2:22][CH2:23]3)[cH:12][cH:13]1.[O:34]=[CH:35][N:36]([CH3:37])[CH3:38]>>[O:1]([c:2]1[cH:3][cH:4][cH:5][cH:6][cH:7]1)[c:8]1[cH:9][cH:10][c:11]([CH:14]2[N:15]([CH3:26])[CH2:16][CH2:17][N:18]3[C:19]2=[N:20][S:21](=[O:24])(=[O:25])[CH2:22][CH2:23]3)[cH:12][cH:13]1. The reactants are COc1ccc(CNC(=O)c2cc([N+](=O)[O-])ccc2NC2CCC(O)CC2)cc1F, CCOC(=O)N=NC(=O)OCC, C1CCOC1, O=C(O)c1ccccc1, c1ccc(P(c2ccccc2)c2ccccc2)cc1. Product: COc1ccc(CNC(=O)c2cc([N+](=O)[O-])ccc2NC2CC=CCC2)cc1F. Reaction SMILES: [F:1][c:2]1[cH:3][c:4]([CH2:5][NH:6][C:7]([c:8]2[c:9]([NH:17][CH:18]3[CH2:19][CH2:20][CH:21]([OH:24])[CH2:22][CH2:23]3)[cH:10][cH:11][c:12]([N+:14](=[O:15])[O-:16])[cH:13]2)=[O:25])[cH:26][cH:27][c:28]1[O:29][CH3:30].[O:40]=[C:41]([O:42][CH2:43][CH3:44])[N:45]=[N:46][C:47]([O:48][CH2:49][CH3:50])=[O:51].[O:71]1[CH2:72][CH2:73][CH2:74][CH2:75]1.[OH:31][C:32]([c:33]1[cH:34][cH:35][cH:36][cH:37][cH:38]1)=[O:39].[c:52]1([P:53]([c:54]2[cH:55][cH:56][cH:57][cH:58][cH:59]2)[c:60]2[cH:61][cH:62][cH:63][cH:64][cH:65]2)[cH:66][cH:67][cH:68][cH:69][cH:70]1>>[F:1][c:2]1[cH:3][c:4]([CH2:5][NH:6][C:7]([c:8]2[c:9]([NH:17][CH:18]3[CH2:19][CH:20]=[CH:21][CH2:22][CH2:23]3)[cH:10][cH:11][c:12]([N+:14](=[O:15])[O-:16])[cH:13]2)=[O:25])[cH:26][cH:27][c:28]1[O:29][CH3:30]. The reactants are O=S(=O)(Cl)Cc1ccccc1, CCOC(C)=O, CCOC(=O)Cn1cccc(N)c1=O, C1CCOC1, Cc1cc(C)nc(C)c1. Product: CCOC(=O)Cn1cccc(NS(=O)(=O)Cc2ccccc2)c1=O. RXN SMILES: [CH2:24]([c:25]1[cH:26][cH:27][cH:28][cH:29][cH:30]1)[S:31](=[O:32])(=[O:33])[Cl:34].[CH3:40][CH2:41][O:42][C:43](=[O:44])[CH3:45].[NH2:1][c:2]1[c:3](=[O:14])[n:4]([CH2:8][C:9](=[O:10])[O:11][CH2:12][CH3:13])[cH:5][cH:6][cH:7]1.[O:35]1[CH2:36][CH2:37][CH2:38][CH2:39]1.[n:15]1[c:16]([CH3:17])[cH:18][c:19]([CH3:20])[cH:21][c:22]1[CH3:23]>>[NH:1]([c:2]1[c:3](=[O:14])[n:4]([CH2:8][C:9](=[O:10])[O:11][CH2:12][CH3:13])[cH:5][cH:6][cH:7]1)[S:31]([CH2:24][c:25]1[cH:26][cH:27][cH:28][cH:29][cH:30]1)(=[O:32])=[O:33]. Reactants: C[Mg]Br (methylmagnesium bromide), BrC1=CC=C(C=O)C=C1 (4-bromobenzaldehyde), C1CCOC1 (THF), [NH4+].[Cl-] (NH4Cl). Run at temperature -78 celsius, time 1 hour. Yields the product BrC1=CC=C(C(C)Br)C=C1 (4-bromo-α-methyl benzyl bromide). Yield: 75.0%. RXN SMILES: [Br:1][C:2]1[CH:9]=CC(C=O)=[CH:4][CH:3]=1.C[Mg][Br:12].[NH4+].[Cl-].[CH2:15]1[CH2:19]O[CH2:17][CH2:16]1>>[Br:12][C:15]1[CH:19]=[CH:4][C:3]([CH:2]([Br:1])[CH3:9])=[CH:17][CH:16]=1 |f:2.3|. Procedure: To a 50 mL round-bottomed flask containing polystyrene resin (5 Scheme 18, 200 mg, 0.30 mequiv/g) in dry THF (15 mL) at −78° C. was added methylmagnesium bromide (10 equiv). The reaction slurry was stirred for 1 h at −78° C., then warmed slowly to room temperature and further stirred for 2 h. After cooling the flask to −20° C., saturated NH4Cl (0.5 mL) was added, and the mixture was stirred for 20 min at room temperature. The resin was filtered and washed with 1:1 THF/water (twice), water (twice... Starting materials: CI, CN(C)C=O, COC(=O)C(CCCc1ccccc1)C(O)C(=O)N1CCOCC1, [H-], [Na+], O. Yields the product COC(=O)C(CCCc1ccccc1)C(OC)C(=O)N1CCOCC1. RXN SMILES: [CH3:27][I:28].[CH3:29][N:30]([CH3:31])[CH:32]=[O:33].[CH3:3][O:4][C:5]([CH:6]([CH2:7][CH2:8][CH2:9][c:10]1[cH:11][cH:12][cH:13][cH:14][cH:15]1)[CH:16]([C:17](=[O:18])[N:19]1[CH2:20][CH2:21][O:22][CH2:23][CH2:24]1)[OH:25])=[O:26].[H-:1].[Na+:2].[OH2:34]>>[CH3:3][O:4][C:5]([CH:6]([CH2:7][CH2:8][CH2:9][c:10]1[cH:11][cH:12][cH:13][cH:14][cH:15]1)[CH:16]([C:17](=[O:18])[N:19]1[CH2:20][CH2:21][O:22][CH2:23][CH2:24]1)[O:25][CH3:27])=[O:26]. RXN SMILES: [Cl:1][C:2]1[NH:12][C:5]2[CH:6]=[N:7][N:8]([CH3:11])[C:9](=[O:10])[C:4]=2[C:3]=1[Cl:13].[H-].[Na+].[Cl:16][C:17]1[CH:32]=[C:31]([Cl:33])[CH:30]=[CH:29][C:18]=1[C:19]([C:21]1[CH:28]=[CH:27][C:24]([CH2:25]Br)=[CH:23][CH:22]=1)=[O:20].O>CN(C=O)C>[Cl:1][C:2]1[N:12]([CH2:25][C:24]2[CH:23]=[CH:22][C:21]([C:19](=[O:20])[C:18]3[CH:29]=[CH:30][C:31]([Cl:33])=[CH:32][C:17]=3[Cl:16])=[CH:28][CH:27]=2)[C:5]2[CH:6]=[N:7][N:8]([CH3:11])[C:9](=[O:10])[C:4]=2[C:3]=1[Cl:13] |f:1.2|. Yield: 52.8%. Starting materials: ClC1=C(C(=O)C2=CC=C(CBr)C=C2)C=CC(=C1)Cl (4-(2,4-dichlorobenzoyl)benzyl bromide), ClC1=C(C2=C(C=NN(C2=O)C)N1)Cl (2,3-dichloro-5-methyl-1H-pyrrolo [2,3-d]pyridazin-4(5H)-one), [H-].[Na+] (sodium hydride), O (water). Reaction conditions: time 2 hour. The solvent is CN(C)C=O (DMF), CN(C)C=O (DMF), CN(C)C=O (DMF). Procedure details: A solution of 2,3-dichloro-5-methyl-1H-pyrrolo [2,3-d]pyridazin-4(5H)-one (404 mg) in DMF (70 ml) was dripped into a suspension of 60% sodium hydride-oil (96 mg) in DMF (10 ml) on an ice-water bath. The mixture was stirred at room temperature for 2 hours, after which a solution of 4-(2,4-dichlorobenzoyl)benzyl bromide (757 mg) in DMF (15 ml) was added and the mixture was further stirred at room temperature for 16 hours. The reaction was stopped by adding water and the reaction mixture was extrac... The product is ClC1=C(C2=C(C=NN(C2=O)C)N1CC1=CC=C(C=C1)C(C1=C(C=C(C=C1)Cl)Cl)=O)Cl (2,3-Dichloro-1-[4-(2,4-dichlorobenzoyl)benzyl]-5-methyl-1H-pyrrolo [2,3-d]pyridazin-4(5H)-one). The reactants are CC(=O)OCC=C(C)C#CC12OC1(C)CC(O)CC2(C)C, CO, [K+], [K+], O=C([O-])[O-], O. Yields the product CC(C#CC12OC1(C)CC(O)CC2(C)C)=CCO. RXN SMILES: [C:1](=[O:2])([CH3:3])[O:4][CH2:5][CH:6]=[C:7]([C:8]#[C:9][C:10]12[C:11]([CH3:19])([CH2:12][CH:13]([OH:18])[CH2:14][C:15]1([CH3:16])[CH3:17])[O:20]2)[CH3:21].[CH3:28][OH:29].[K+:22].[K+:23].[O-:24][C:25]([O-:26])=[O:27].[OH2:30]>>[OH:4][CH2:5][CH:6]=[C:7]([C:8]#[C:9][C:10]12[C:11]([CH3:19])([CH2:12][CH:13]([OH:18])[CH2:14][C:15]1([CH3:16])[CH3:17])[O:20]2)[CH3:21].